Dataset: the Open Reaction Database (ORD), a public repository of structured organic reaction records. Task: describe an organic reaction: reactants, conditions, products, and yield RXN SMILES: [F:1][C:2]1[CH:7]=[CH:6][CH:5]=[CH:4][C:3]=1[C:8]1[N:9]([CH3:14])[C:10](=[S:13])[NH:11][N:12]=1.[C:15]([O-])([O-])=O.[K+].[K+].CI>CC(C)=O>[F:1][C:2]1[CH:7]=[CH:6][CH:5]=[CH:4][C:3]=1[C:8]1[N:9]([CH3:14])[C:10]([S:13][CH3:15])=[N:11][N:12]=1 |f:1.2.3|. Solvent: CC(=O)C (acetone). Reported procedure: A mixture of 5-(2-fluorophenyl)-2,4-dihydro-4-methyl-3H-1,2,4-triazole-3-thione (4.56 g, 2.18×10-2 mole), K2CO3 (3.01 g, 2.18×10-2 mole), methyl iodide (1.5 ml, 2.4×10-2 mole), and acetone (65 ml) was stirred and warmed to reflux. After refluxing overnight, the solvent was evaporated and the concentrate was treated with water. The aqueous mixture was extracted three times with EtOAc. The EtOAc extracts were combined, washed with saturated aqueous NaCl, and dried over anhydrous Na2SO4. The drying... Yields the product FC1=C(C=CC=C1)C1=NN=C(N1C)SC (3-(2-Fluorophenyl)-4-methyl-5-methylthio-4H-1,2,4-triazole). The reactants are FC1=C(C=CC=C1)C=1N(C(NN1)=S)C (5-(2-fluorophenyl)-2,4-dihydro-4-methyl-3H-1,2,4-triazole-3-thione), C(=O)([O-])[O-].[K+].[K+] (K2CO3), CI (methyl iodide). The reactants are CC1=C(C(=C(C=2N1N=NN2)[N+](=O)[O-])NCCCC(=O)OCC)C (Ethyl 4-[(5,6-dimethyl-8-nitrotetrazolo[1,5-a]pyridin-7-yl)amino]butyrate). Reagents/catalysts: [Pd] (palladium on carbon). Solvent: C(C)#N (acetonitrile). Reaction conditions: time 72 hour. The product is NC=1C=2N(C(=C(C1NCCCC(=O)OCC)C)C)N=NN2 (ethyl 4-[(8-amino-5,6-dimethyltetrazolo[1,5-a]pyridin-7-yl)amino]butyrate). Isolated yield 100.5%. As a reaction SMILES: [CH3:1][C:2]1[N:7]2[N:8]=[N:9][N:10]=[C:6]2[C:5]([N+:11]([O-])=O)=[C:4]([NH:14][CH2:15][CH2:16][CH2:17][C:18]([O:20][CH2:21][CH3:22])=[O:19])[C:3]=1[CH3:23]>[Pd].C(#N)C>[NH2:11][C:5]1[C:6]2[N:7]([N:8]=[N:9][N:10]=2)[C:2]([CH3:1])=[C:3]([CH3:23])[C:4]=1[NH:14][CH2:15][CH2:16][CH2:17][C:18]([O:20][CH2:21][CH3:22])=[O:19]. Reported procedure: Ethyl 4-[(5,6-dimethyl-8-nitrotetrazolo[1,5-a]pyridin-7-yl)amino]butyrate (64.3 g, 0.198 mol) was mixed with acetonitrile (2 L) and catalytic 10% palladium on carbon was added. The mixture was placed on a hydrogenator for 72 hours and filtered through a layer of CELITE filter aid. The filtrate was concentrated under reduced pressure to yield 58.2 g of ethyl 4-[(8-amino-5,6-dimethyltetrazolo[1,5-a]pyridin-7-yl)amino]butyrate.